Task: describe an organic reaction: reactants, conditions, products, and yield. Dataset: the Open Reaction Database (ORD), a public repository of structured organic reaction records The reactants are ice, S(O)(O)(=O)=O (sulfuric acid), FC1=CC=CC=2OC=3C4=C(C=CC3C(C12)=O)OC(C4)CO (7-fluoro-1,2-dihydro-2-hydroxymethyl-6-oxo-6H-furo[2,3-c]xanthene), CC(=O)C (acetone). The reagents and catalysts are [O-2].[O-2].[O-2].[Cr+6] (chromium trioxide). The solvent is O (water). Run at time 8 hour. Yields the product FC1=CC=CC=2OC=3C4=C(C=CC3C(C12)=O)OC(C4)C(=O)O (7-fluoro-1,2-dihydro-6-oxo-6H-furo[2,3-c]xanthene-2-carboxylic acid). As a reaction SMILES: [F:1][C:2]1[C:15]2[C:14](=[O:16])[C:13]3[CH:12]=[CH:11][C:10]4[O:17][CH:18]([CH2:20][OH:21])[CH2:19][C:9]=4[C:8]=3[O:7][C:6]=2[CH:5]=[CH:4][CH:3]=1.CC(C)=[O:24].S(=O)(=O)(O)O>[O-2].[O-2].[O-2].[Cr+6].O>[F:1][C:2]1[C:15]2[C:14](=[O:16])[C:13]3[CH:12]=[CH:11][C:10]4[O:17][CH:18]([C:20]([OH:24])=[O:21])[CH2:19][C:9]=4[C:8]=3[O:7][C:6]=2[CH:5]=[CH:4][CH:3]=1 |f:3.4.5.6|. Procedure: To an ice-cooled mixture of 8.0 g of the 7-fluoro-1,2-dihydro-2-hydroxymethyl-6-oxo-6H-furo[2,3-c]xanthene obtained in Example 27 and 1,000 ml of acetone, a mixture of chromium trioxide (14 g), water (80 ml) and concentrated sulfuric acid (24 g) was added dropwise under agitation. The resulting mixture was left to stand overnight and filtered. The filtrate was evaporated to dryness under vacuum. After addition of water, the solid crystal was recovered by filtration, washed with water and dried. ...